Dataset: the Open Reaction Database (ORD), a public repository of structured organic reaction records. Task: describe an organic reaction: reactants, conditions, products, and yield The reactants are Cl.CN(C1=CC=C(C=C1)NC=1SC=C(N1)C=1C=C(SC1SC)C(=N)N)C (4-(2-{[4-(Dimethylamino)phenyl]amino}(1,3-thiazol-4-yl))-5-methylthiothiophene-2-carboxamidine hydrochloride), Br.CN(C1=CC=C(C=C1)NC=1SC=C(N1)C1(SC(=CC1)C)C(=S)O)C (2-{([4-(dimethylamino)phenyl]amino}(1,3-thiazol-4-yl))-5-methylthiothiophene-2-carboxylate hydrobromide). The product is Cl.COC1=CC=C(C=C1)NC=1SC=C(N1)C=1C=C(SC1SC)C(=N)N (4-{2-[(4-methoxyphenyl)amino](1,3-thiazol-4-yl)}-5-methylthiothiophene-2-carboxamidine hydrochloride). Isolated yield 22.0%. RXN SMILES: [ClH:1].CN(C)[C:4]1[CH:9]=[CH:8][C:7]([NH:10][C:11]2[S:12][CH:13]=[C:14]([C:16]3[CH:17]=[C:18]([C:23]([NH2:25])=[NH:24])[S:19][C:20]=3[S:21][CH3:22])[N:15]=2)=[CH:6][CH:5]=1.Br.CN(C)C1C=CC(NC2SC=C(C3([C:48]([OH:50])=S)CC=C(C)S3)N=2)=CC=1>>[ClH:1].[CH3:48][O:50][C:4]1[CH:9]=[CH:8][C:7]([NH:10][C:11]2[S:12][CH:13]=[C:14]([C:16]3[CH:17]=[C:18]([C:23]([NH2:25])=[NH:24])[S:19][C:20]=3[S:21][CH3:22])[N:15]=2)=[CH:6][CH:5]=1 |f:0.1,2.3,4.5|. Procedure: 4-(2-{[4-(Dimethylamino)phenyl]amino}(1,3-thiazol-4-yl))-5-methylthiothiophene-2-carboxamidine hydrochloride: Methyl 4-(2-{([4-(dimethylamino)phenyl]amino}(1,3-thiazol-4-yl))-5-methylthiothiophene-2-carboxylate hydrobromide (50 mg, 0.10 mmol) was treated as described in Example 154, step (b) to give 9.4 mg (22% yield) of 4-{2-[(4-methoxyphenyl)amino](1,3-thiazol-4-yl)}-5-methylthiothiophene-2-carboxamidine hydrochloride. 1H NMR (DMSO-d6, 300 MHz) 2.70 (s, 3H), 2.84 (s, 6H), 6.75 (d, 2H, J=9.2 Hz... Reactants: ClCC(=O)NCC=1C=C(CC=2C(=C(C3=C(CC(O3)CO)C2)Cl)Cl)C=CC1O ((±) 5-(3-Chloroacetamidomethyl-4-hydroxybenzyl)-6,7-dichloro-2,3-dihydro-2-hydroxymethylbenzofuran), Cl (HCl). The solvent is C(C)O (ethanol). Yields the product Cl.NCC=1C=C(CC=2C(=C(C3=C(CC(O3)CO)C2)Cl)Cl)C=CC1O ((±) 5-(3-Aminomethyl-4-hydroxybenzyl)-6,7-dichloro-2,3-dihydro-2-hydroxymethylbenzofuran hydrochloride). As a reaction SMILES: [Cl:1]CC([NH:5][CH2:6][C:7]1[CH:8]=[C:9]([CH:24]=[CH:25][C:26]=1[OH:27])[CH2:10][C:11]1[C:12]([Cl:23])=[C:13]([Cl:22])[C:14]2[O:18][CH:17]([CH2:19][OH:20])[CH2:16][C:15]=2[CH:21]=1)=O.Cl>C(O)C>[ClH:1].[NH2:5][CH2:6][C:7]1[CH:8]=[C:9]([CH:24]=[CH:25][C:26]=1[OH:27])[CH2:10][C:11]1[C:12]([Cl:23])=[C:13]([Cl:22])[C:14]2[O:18][CH:17]([CH2:19][OH:20])[CH2:16][C:15]=2[CH:21]=1 |f:3.4|. Procedure details: The glass from Example 18 (500 mg.) was dissolved in ethanol (20 ml.) and treated with 3 N aqueous HCl (100 ml.) at reflux for four hours. The resulting solution was partially evaporated and chilled on an ice bath to yield a white crystalline precipitate (400 mg., 87.78%), m.p. 227°-230° (dec.). The reactants are BrC=1C=CC(=C(C1)NC(=O)C=1N=CNC1C(=O)NC1=NC2=C(N1)C=CC(=C2)N2CCN(CC2)C(=O)OC(C)(C)C)C (1,1-dimethylethyl 4-(2-{[(4-{[(5-bromo-2-methylphenyl)amino]carbonyl}-1H-imidazol-5-yl)carbonyl]amino}-1H-benzimidazol-5-yl)piperazine-1-carboxylate), Cl (hydrogen chloride). Run in CO (methanol), O1CCOCC1 (1,4-dioxane). Reaction conditions: time 48 hour. The product is Cl.BrC=1C=CC(=C(C1)NC(=O)C=1N=CNC1C(=O)NC1=NC2=C(N1)C=CC(=C2)N2CCNCC2)C (N4-(5-bromo-2-methylphenyl)-N5-(5-piperazin-1-yl-1H-benzimidazol-2-yl)-1H-imidazole-4,5-dicarboxamide hydrochloride). As a reaction SMILES: [Br:1][C:2]1[CH:3]=[CH:4][C:5]([CH3:41])=[C:6]([NH:8][C:9]([C:11]2[N:12]=[CH:13][NH:14][C:15]=2[C:16]([NH:18][C:19]2[NH:23][C:22]3[CH:24]=[CH:25][C:26]([N:28]4[CH2:33][CH2:32][N:31](C(OC(C)(C)C)=O)[CH2:30][CH2:29]4)=[CH:27][C:21]=3[N:20]=2)=[O:17])=[O:10])[CH:7]=1.[ClH:42]>CO.O1CCOCC1>[ClH:42].[Br:1][C:2]1[CH:3]=[CH:4][C:5]([CH3:41])=[C:6]([NH:8][C:9]([C:11]2[N:12]=[CH:13][NH:14][C:15]=2[C:16]([NH:18][C:19]2[NH:23][C:22]3[CH:24]=[CH:25][C:26]([N:28]4[CH2:29][CH2:30][NH:31][CH2:32][CH2:33]4)=[CH:27][C:21]=3[N:20]=2)=[O:17])=[O:10])[CH:7]=1 |f:4.5|. Procedure: To a solution of 1,1-dimethylethyl 4-(2-{[(4-{[(5-bromo-2-methylphenyl)amino]carbonyl}-1H-imidazol-5-yl)carbonyl]amino}-1H-benzimidazol-5-yl)piperazine-1-carboxylate (2.5 g, 4 mmol) in methanol (100 mL) was added 4 N hydrogen chloride in 1,4-dioxane (20 mL). The solution was stirred at room temperature for 48 hours. The resulting suspension was filtered to give 2.0 g of N4-(5-bromo-2-methylphenyl)-N5-(5-piperazin-1-yl-1H-benzimidazol-2-yl)-1H-imidazole-4,5-dicarboxamide hydrochloride. 1H-NMR (40... Yields the product CN1CC(c2ccncc2)=C(c2ccc(OCc3ccc4ccccc4n3)cc2)C1=O. Starting materials: ClCCl, [Na+], O=C([O-])O, CNC(=O)C(=C(CO)c1ccncc1)c1ccc(OCc2ccc3ccccc3n2)cc1, BrP(Br)Br. Reaction SMILES: [Cl:42][CH2:43][Cl:44].[Na+:41].[O-:37][C:38]([OH:39])=[O:40].[OH:1][CH2:2][C:3](=[C:4]([C:5](=[O:6])[NH:7][CH3:8])[c:9]1[cH:10][cH:11][c:12]([O:15][CH2:16][c:17]2[n:18][c:19]3[cH:20][cH:21][cH:22][cH:23][c:24]3[cH:25][cH:26]2)[cH:13][cH:14]1)[c:27]1[cH:28][cH:29][n:30][cH:31][cH:32]1.[P:33]([Br:34])([Br:35])[Br:36]>>[CH2:2]1[C:3]([c:27]2[cH:28][cH:29][n:30][cH:31][cH:32]2)=[C:4]([c:9]2[cH:10][cH:11][c:12]([O:15][CH2:16][c:17]3[n:18][c:19]4[cH:20][cH:21][cH:22][cH:23][c:24]4[cH:25][cH:26]3)[cH:13][cH:14]2)[C:5](=[O:6])[N:7]1[CH3:8]. Reactants: CNCCN (N1-methylethane-1,2-diamine), N=1C=NN2C=NC3=C(C21)C(=CS3)C#N (Thieno[3,2-e][1,2,4]triazolo[1,5-c]pyrimidine-9-carbonitrile), [NH4+].[Cl-] (NH4Cl). Solvent: CO (MeOH). Conditions: temperature 60 celsius. The product is NC1=C(C(=CS1)C#N)C1=NN=CN1 (5-Amino-4-(4H-1,2,4-triazol-3-yl)thiophene-3-carbonitrile). RXN SMILES: [N:1]1[CH:2]=[N:3][N:4]2[C:9]=1[C:8]1[C:10]([C:13]#[N:14])=[CH:11][S:12][C:7]=1[N:6]=C2.CNCCN.[NH4+].[Cl-]>CO>[NH2:6][C:7]1[S:12][CH:11]=[C:10]([C:13]#[N:14])[C:8]=1[C:9]1[NH:1][CH:2]=[N:3][N:4]=1 |f:2.3|. Procedure details: Thieno[3,2-e][1,2,4]triazolo[1,5-c]pyrimidine-9-carbonitrile (251 mg, 1.25 mmol) was dissolved in MeOH (6.2 mL), and N1-methylethane-1,2-diamine (0.22 mL, 2.5 mmol) was added. This was heated to 60° C. for 20 min, then immediately cooled in an ice bath. Saturated NH4Cl (30 mL) was added, then the aqueous mixture was extracted with 10% iPrOH/CHCl3 (3×). The organic layers were combined, dried (MgSO4), filtered and concentrated under reduced pressure to give the titled compound as a single peak on...